From a dataset of the Open Reaction Database (ORD), a public repository of structured organic reaction records. describe an organic reaction: reactants, conditions, products, and yield The reactants are C1(=CC=CC=C1)C=1NC(=C(N1)C(CBr)=O)C (2-phenyl-4-(2-bromoethanoyl)-5-methyl-1H-imidazole), C1(=CC=CC=C1)C(N1CCNCC1)C1=CC=CC=C1 (N-(diphenylmethyl)piperazine), C([O-])([O-])=O.[K+].[K+] (potassium carbonate). Run in C(C)O (ethanol). Run at time 8 hour. Product: C1(=CC=CC=C1)C(N1CCN(CC1)CC(=O)C=1N=C(NC1C)C1=CC=CC=C1)C1=CC=CC=C1 (1-diphenylmethyl-4-[2-(2-phenyl-5-methyl-1H-imidazol-4-yl)-2-oxoethyl]piperazine). RXN SMILES: [C:1]1([C:7]2[NH:8][C:9]([CH3:16])=[C:10]([C:12](=[O:15])[CH2:13]Br)[N:11]=2)[CH:6]=[CH:5][CH:4]=[CH:3][CH:2]=1.[C:17]1([CH:23]([C:30]2[CH:35]=[CH:34][CH:33]=[CH:32][CH:31]=2)[N:24]2[CH2:29][CH2:28][NH:27][CH2:26][CH2:25]2)[CH:22]=[CH:21][CH:20]=[CH:19][CH:18]=1.C(=O)([O-])[O-].[K+].[K+]>C(O)C>[C:30]1([CH:23]([C:17]2[CH:22]=[CH:21][CH:20]=[CH:19][CH:18]=2)[N:24]2[CH2:25][CH2:26][N:27]([CH2:13][C:12]([C:10]3[N:11]=[C:7]([C:1]4[CH:6]=[CH:5][CH:4]=[CH:3][CH:2]=4)[NH:8][C:9]=3[CH3:16])=[O:15])[CH2:28][CH2:29]2)[CH:31]=[CH:32][CH:33]=[CH:34][CH:35]=1 |f:2.3.4|. Procedure details: 10 Grams (0.036 mol) of 2-phenyl-4-(2-bromoethanoyl)-5-methyl-1H-imidazole and 8.5 grams (0.034 mol) of N-(diphenylmethyl)piperazine and 5 grams (0.036 mol) of potassium carbonate were added to 300 ml of ethanol. The mixture was refluxed under stirring overnight. After cooling, the salts were removed by filtration and the solvent was removed under reduced pressure. The residue was extracted by dichloromethane and washed twice with water. The organic layer was dried over sodium sulfate and evapor... Starting materials: CC1(C)OCC(CON)O1, CCN=C=NCCCN(C)C, CCN(C(C)C)C(C)C, O=C(O)c1c(Cl)c2ccncn2c1Nc1ccc(I)cc1F, Cl, CN(C)C=O, On1nnc2ccccc21. Product: CC1(C)OCC(CONC(=O)c2c(Cl)c3ccncn3c2Nc2ccc(I)cc2F)O1. As a reaction SMILES: [CH3:23][C:24]1([CH3:32])[O:25][CH2:26][CH:27]([CH2:29][O:30][NH2:31])[O:28]1.[CH3:43][CH2:44][N:45]=[C:46]=[N:47][CH2:48][CH2:49][CH2:50][N:51]([CH3:52])[CH3:53].[CH:55]([N:56]([CH2:57][CH3:58])[CH:59]([CH3:60])[CH3:61])([CH3:62])[CH3:63].[Cl:1][c:2]1[c:3]([C:20](=[O:21])[OH:22])[c:4]([NH:11][c:12]2[c:13]([F:19])[cH:14][c:15]([I:18])[cH:16][cH:17]2)[n:5]2[cH:6][n:7][cH:8][cH:9][c:10]12.[ClH:54].[O:64]=[CH:65][N:66]([CH3:67])[CH3:68].[OH:33][n:34]1[c:35]2[c:36]([cH:37][cH:38][cH:39][cH:40]2)[n:41][n:42]1>>[Cl:1][c:2]1[c:3]([C:20](=[O:22])[NH:31][O:30][CH2:29][CH:27]2[CH2:26][O:25][C:24]([CH3:23])([CH3:32])[O:28]2)[c:4]([NH:11][c:12]2[c:13]([F:19])[cH:14][c:15]([I:18])[cH:16][cH:17]2)[n:5]2[cH:6][n:7][cH:8][cH:9][c:10]12. Reactants: CC1(CC(NC2=CC=C(C=C12)C(=O)NS(=O)(=O)C1CC1)C1=CC(=CC=C1)N1CCOCC1)C (cyclopropanesulfonic acid [4,4-dimethyl-2-(3-morpholin-4-yl-phenyl)-1,2,3,4-tetrahydro-quinoline-6-carbonyl]-amide), C([O-])([O-])=O.[K+].[K+] (potassium carbonate). Run in CN(C=O)C (N,N-dimethylformamide). Reaction conditions: temperature 25 celsius, time 3 hour. Product: CC1(CC(NC2=CC=C(C=C12)C(=O)N(S(=O)(=O)C1CC1)C)C1=CC(=CC=C1)N1CCOCC1)C (cyclopropanesulfonic acid [4,4-dimethyl-2-(3-morpholin-4-yl-phenyl)-1,2,3,4-tetrahydro-quinoline-6-carbonyl]-methyl-amide). Isolated yield 19.7%. RXN SMILES: [CH3:1][C:2]1([CH3:33])[C:11]2[C:6](=[CH:7][CH:8]=[C:9]([C:12]([NH:14][S:15]([CH:18]3[CH2:20][CH2:19]3)(=[O:17])=[O:16])=[O:13])[CH:10]=2)[NH:5][CH:4]([C:21]2[CH:26]=[CH:25][CH:24]=[C:23]([N:27]3[CH2:32][CH2:31][O:30][CH2:29][CH2:28]3)[CH:22]=2)[CH2:3]1.[C:34](=O)([O-])[O-].[K+].[K+]>CN(C)C=O>[CH3:1][C:2]1([CH3:33])[C:11]2[C:6](=[CH:7][CH:8]=[C:9]([C:12]([N:14]([CH3:34])[S:15]([CH:18]3[CH2:20][CH2:19]3)(=[O:17])=[O:16])=[O:13])[CH:10]=2)[NH:5][CH:4]([C:21]2[CH:26]=[CH:25][CH:24]=[C:23]([N:27]3[CH2:28][CH2:29][O:30][CH2:31][CH2:32]3)[CH:22]=2)[CH2:3]1 |f:1.2.3|. Procedure details: To a mixture of cyclopropanesulfonic acid [4,4-dimethyl-2-(3-morpholin-4-yl-phenyl)-1,2,3,4-tetrahydro-quinoline-6-carbonyl]-amide (100 mg, 0.21 mmol), and potassium carbonate (89.4 mg, 0.64 mmol) in N,N-dimethylformamide (4 mL) was added idomethane (0.02 mL, 0.32 mmol). The reaction mixture was stirred at 25° C. for 3 h. The reaction mixture was extracted with ethyl acetate (2×50 mL), washed with water (2×20 mL), dried over anhydrous sodium sulfate and then concentrated in vacuo. Purification b... Starting materials: C(C)(C)(C)OC(NC1=C(C(=C(C(=C1)OC)CBr)OC)Br)=O ((2-bromo-4-bromomethyl-3,5-dimethoxy-phenyl)-carbamic acid tert-butyl ester), N1CCOCC1 (morpholine). Run in O (water), C1CCOC1 (THF). Run at time 7 hour. Product: C(C)(C)(C)OC(NC1=C(C(=C(C(=C1)OC)CN1CCOCC1)OC)Br)=O ((2-bromo-3,5-dimethoxy-4-morpholin-4-ylmethyl-phenyl)-carbamic acid tert-butyl ester). Yield: 88.4%. As a reaction SMILES: [C:1]([O:5][C:6](=[O:21])[NH:7][C:8]1[CH:13]=[C:12]([O:14][CH3:15])[C:11]([CH2:16]Br)=[C:10]([O:18][CH3:19])[C:9]=1[Br:20])([CH3:4])([CH3:3])[CH3:2].[NH:22]1[CH2:27][CH2:26][O:25][CH2:24][CH2:23]1>C1COCC1.O>[C:1]([O:5][C:6](=[O:21])[NH:7][C:8]1[CH:13]=[C:12]([O:14][CH3:15])[C:11]([CH2:16][N:22]2[CH2:27][CH2:26][O:25][CH2:24][CH2:23]2)=[C:10]([O:18][CH3:19])[C:9]=1[Br:20])([CH3:4])([CH3:3])[CH3:2]. Procedure details: To a solution of 2,6-dimethoxytoluene (50 g, 328.5 mmol) in ether (450 mL) was added freshly prepared dioxane dibromide in ether over 0.5 h. The mixture was stirred at room temperature for an additional 1.5 h and poured into a beaker containing water (500 mL). The aqueous layer was discarded and the ether layer was washed sequentially with water (2×500 mL), sodium bicarbonate (saturated aqueous) (2×500 mL), dried over sodium sulfate, and concentrated using a rotary evaporator to afford 76 g of 3... Starting materials: [Na].OC=CC(=O)C1=CC(=CC=C1)C(F)(F)F (3-hydroxy-3'-(trifluoromethyl)acrylophenone sodium salt), O1CCOCC1 (dioxane), C(C)(=O)OC(C)=O (acetic anhydride). Run in O (water). Yields the product C(C)(=O)O.OC=CC(=O)C1=CC(=CC=C1)C(F)(F)F (3-Hydroxy-3'-(trifluoromethyl)acrylophenone acetate). RXN SMILES: [Na].[OH:2][CH:3]=[CH:4][C:5]([C:7]1[CH:12]=[CH:11][CH:10]=[C:9]([C:13]([F:16])([F:15])[F:14])[CH:8]=1)=[O:6].O1CCOCC1.[C:23]([O:26]C(=O)C)(=[O:25])[CH3:24]>O>[C:23]([OH:26])(=[O:25])[CH3:24].[OH:2][CH:3]=[CH:4][C:5]([C:7]1[CH:12]=[CH:11][CH:10]=[C:9]([C:13]([F:14])([F:15])[F:16])[CH:8]=1)=[O:6] |f:0.1,5.6,^1:0|. Reported procedure: A suspension of 12.0 g. of 3-hydroxy-3'-(trifluoromethyl)acrylophenone sodium salt in 75 ml. of dioxane and 10 ml. of acetic anhydride is stirred at room temperature for 2 hours and then poured into water. The precipitate is collected by filtration, dissolved in methylene chloride and then passed through a hydrous magnesium silicate column as described in Example 1, giving the desired product, m.p. 55°-5° C. Reactants: BrC1=CC=C(OC2=CC=C(CNC3=C(C(=CC=C3)[N+](=O)[O-])C)C=C2)C=C1 (N-[4-(4-bromophenoxy)benzyl]-N-(2-methyl-3-nitrophenyl)amine), C(C1=CC=CC=C1)Br (benzyl bromide). Product: C(C1=CC=CC=C1)N(C1=C(C(=CC=C1)[N+](=O)[O-])C)CC1=CC=C(C=C1)OC1=CC=C(C=C1)Br (N-benzyl-N-[4-(4-bromophenoxy)benzyl]-N-(2-methyl-3-nitrophenyl)amine). Reaction SMILES: [Br:1][C:2]1[CH:26]=[CH:25][C:5]([O:6][C:7]2[CH:24]=[CH:23][C:10]([CH2:11][NH:12][C:13]3[CH:18]=[CH:17][CH:16]=[C:15]([N+:19]([O-:21])=[O:20])[C:14]=3[CH3:22])=[CH:9][CH:8]=2)=[CH:4][CH:3]=1.[CH2:27](Br)[C:28]1[CH:33]=[CH:32][CH:31]=[CH:30][CH:29]=1>>[CH2:27]([N:12]([CH2:11][C:10]1[CH:23]=[CH:24][C:7]([O:6][C:5]2[CH:25]=[CH:26][C:2]([Br:1])=[CH:3][CH:4]=2)=[CH:8][CH:9]=1)[C:13]1[CH:18]=[CH:17][CH:16]=[C:15]([N+:19]([O-:21])=[O:20])[C:14]=1[CH3:22])[C:28]1[CH:33]=[CH:32][CH:31]=[CH:30][CH:29]=1. Procedure details: The product from Example 64B and benzyl bromide were processed as described in Example 6B to provide the title compound.